describe an organic reaction: reactants, conditions, products, and yield From a dataset of the Open Reaction Database (ORD), a public repository of structured organic reaction records. Reactants: ClCCl, CC(C)(F)CO, O=S(=O)(OS(=O)(=O)C(F)(F)F)C(F)(F)F, Cc1cccc(C)n1. Yields the product CC(C)(F)COS(=O)(=O)C(F)(F)F. RXN SMILES: [Cl:30][CH2:31][Cl:32].[F:16][C:17]([CH2:18][OH:19])([CH3:20])[CH3:21].[F:1][C:2]([S:3](=[O:4])(=[O:5])[O:8][S:9](=[O:10])(=[O:11])[C:12]([F:13])([F:14])[F:15])([F:6])[F:7].[n:22]1[c:23]([CH3:24])[cH:25][cH:26][cH:27][c:28]1[CH3:29]>>[O:8]([S:9](=[O:10])(=[O:11])[C:12]([F:13])([F:14])[F:15])[CH2:18][C:17]([F:16])([CH3:20])[CH3:21]. Reactants: NC1=NC(=CC(=C1N)C)C (2,3-Diamino-4,6-dimethylpyridine), C([O-])([O-])=O.[Na+].[Na+] (sodium carbonate), [NH4+] (ammonium), C(C)(=O)O (acetic acid), ice water. The solvent is polyphosphoric acid. Conditions: temperature 100 celsius, time 3 hour. Product: CC1=NC=2C(=NC(=CC2C)C)N1 (2,5,7-Trimethyl-3H-imidazo[4,5-b]pyridine). Reaction SMILES: [NH2:1][C:2]1[C:7]([NH2:8])=[C:6]([CH3:9])[CH:5]=[C:4]([CH3:10])[N:3]=1.[C:11](O)(=O)[CH3:12].C(=O)([O-])[O-].[Na+].[Na+].[NH4+]>>[CH3:11][C:12]1[NH:1][C:2]2=[N:3][C:4]([CH3:10])=[CH:5][C:6]([CH3:9])=[C:7]2[N:8]=1 |f:2.3.4|. Procedure details: 2,3-Diamino-4,6-dimethylpyridine (25.0 g, 0.182 mol) was suspended in polyphosphoric acid (465 g), and acetic acid (31.3 mL, 0.547 mol) was added to the suspention, followed by stirring at 100° C. for 3 hours. The reaction mixture was moved to ice water and sodium carbonate (345 g) was added in a little portion while stirring. Then, 28% aqueous ammonium solution was added to the residue to control the pH to 9 and the mixture was stirred for 1 hour. Precipitated crystals were collected by filtrat... The reactants are NC1=C(C=CC(=N1)N1C[C@@H](CCC1)C(=O)N1CCCC1)[N+](=O)[O-] ((R)-(1-(6-Amino-5-nitropyridin-2-yl)piperidin-3-yl)(pyrrolidin-1-yl)methanone), Cl (hydrochloric acid). The reagents and catalysts are [Pd] (palladium-on-carbon). The solvent is C(C)O (ethanol), C(C)O (ethanol), C(C)O (ethanol). Reaction conditions: temperature 0 celsius, time 1 hour. Yields the product Cl.Cl.NC=1C=CC(=NC1N)N1C[C@@H](CCC1)C(=O)N1CCCC1 ((R)-(1-(5,6-Diaminopyridin-2-yl)piperidin-3-yl)(pyrrolidin-1-yl)methanone dihydrochloride). The yield is 99.7%. RXN SMILES: [NH2:1][C:2]1[N:7]=[C:6]([N:8]2[CH2:13][CH2:12][CH2:11][C@@H:10]([C:14]([N:16]3[CH2:20][CH2:19][CH2:18][CH2:17]3)=[O:15])[CH2:9]2)[CH:5]=[CH:4][C:3]=1[N+:21]([O-])=O.[ClH:24]>C(O)C.[Pd]>[ClH:24].[ClH:24].[NH2:21][C:3]1[CH:4]=[CH:5][C:6]([N:8]2[CH2:13][CH2:12][CH2:11][C@@H:10]([C:14]([N:16]3[CH2:20][CH2:19][CH2:18][CH2:17]3)=[O:15])[CH2:9]2)=[N:7][C:2]=1[NH2:1] |f:4.5.6|. Reported procedure: Into a Parr bottle was added 10% palladium-on-carbon (50% wet, 1487.2 mg) followed by ethanol (10 mL) which was previously bubbled with nitrogen and cooled to 0° C. with an ice-water bath. (R)-(1-(6-Amino-5-nitropyridin-2-yl)piperidin-3-yl)(pyrrolidin-1-yl)methanone (10.612 g, 33.228 mmol) in ethanol (84 mL) was added into the Parr bottle followed by concentrated hydrochloric acid (8.59 mL, 99.6 mmol) dissolved in ethanol (10 mL) under a nitrogen atmosphere. The reaction mixture was purged with ... The reactants are [H-].[H-].[H-].[H-].[Li+].[Al+3] (LiAlH4), BrC=1C=CC(=C(C1)C1NC(CC(C12C(NC1=CC(=CC=C12)Cl)=O)C1=CC(=CC=C1)Cl)=O)OC(C)(C)C(=O)OCC (racemic (2′R,3R,4′S)-2′-[5-bromo-2-(1-ethoxycarbonyl-1-methyl-ethoxy)-phenyl]-6-chloro-4′-(3-chlorophenyl)spiro[3H-indole-3,3′-piperidine]-2,6′(1H)-dione). Solvent: C(C)OCC (diethyl ether). Conditions: time 10 minute. Product: ClC1=CC=C2C(=C1)NC(C21C(NC(CC1C1=CC(=CC=C1)Cl)=O)C1=C(C=CC(=C1)Br)OC(CO)(C)C)=O (racemic (2′R,3R,4′S)-6-chloro-4′-(3-chlorophenyl)-2′-[5-bromo-2-(2-hydroxy-1,1-dimethyl-ethoxy)phenyl]spiro[3H-indole-3,3′-piperidine]-2,6′(1H)-dione). Isolated yield 38.3%. Reaction SMILES: [H-].[H-].[H-].[H-].[Li+].[Al+3].[Br:7][C:8]1[CH:9]=[CH:10][C:11]([O:38][C:39]([C:42](OCC)=[O:43])([CH3:41])[CH3:40])=[C:12]([CH:14]2[C:19]3([C:27]4[C:22](=[CH:23][C:24]([Cl:28])=[CH:25][CH:26]=4)[NH:21][C:20]3=[O:29])[CH:18]([C:30]3[CH:35]=[CH:34][CH:33]=[C:32]([Cl:36])[CH:31]=3)[CH2:17][C:16](=[O:37])[NH:15]2)[CH:13]=1>C(OCC)C>[Cl:28][C:24]1[CH:23]=[C:22]2[NH:21][C:20](=[O:29])[C:19]3([CH:18]([C:30]4[CH:35]=[CH:34][CH:33]=[C:32]([Cl:36])[CH:31]=4)[CH2:17][C:16](=[O:37])[NH:15][CH:14]3[C:12]3[CH:13]=[C:8]([Br:7])[CH:9]=[CH:10][C:11]=3[O:38][C:39]([CH3:40])([CH3:41])[CH2:42][OH:43])[C:27]2=[CH:26][CH:25]=1 |f:0.1.2.3.4.5|. Reported procedure: To a mixture of LiAlH4 (2.5 mg, 0.066 mmol) in diethyl ether (1 mL) was added racemic (2′R,3R,4′S)-2′-[5-bromo-2-(1-ethoxycarbonyl-1-methyl-ethoxy)-phenyl]-6-chloro-4′-(3-chlorophenyl)spiro[3H-indole-3,3′-piperidine]-2,6′(1H)-dione (10 mg, 0.016 mmol). The mixture was stirred at room temperature for 10 min, quenched with MeOH, purified by Prep-HPLC to give product (3.7 mg, 38%). (M+H)+: 603 Starting materials: Br.NCCBr (2-aminoethyl bromide hydrobromide), SC1=C(SC=C1)C(=O)OC (methyl 3-mercapto-thiophene-2-carboxylate), C[O-].[Na+] (sodium methylate). Run in CO (methanol), C1(=CC=CC=C1)C (toluene). Reaction conditions: time 30 minute. Yields the product S1CCNC(C2=C1C=CS2)=O (3,4-dihydro-thieno[2,3-f][1,4]thiazepin-5-(2H)-one). RXN SMILES: [SH:1][C:2]1[CH:6]=[CH:5][S:4][C:3]=1[C:7]([O:9]C)=O.Br.[NH2:12][CH2:13][CH2:14]Br.C[O-].[Na+]>C1(C)C=CC=CC=1.CO>[S:1]1[C:2]2[CH:6]=[CH:5][S:4][C:3]=2[C:7](=[O:9])[NH:12][CH2:13][CH2:14]1 |f:1.2,3.4|. Reported procedure: (aca) Method A: 17.4 g of methyl 3-mercapto-thiophene-2-carboxylate was dissolved in 350 ml of toluene under an inert gas atmosphere, whereupon the solution was treated with 20.5 g of 2-aminoethyl bromide hydrobromide and then with 100 ml of 3N sodium methylate solution in methanol. The mixture was stirred at room temperature for 30 minutes and thereafter heated under reflux until the reaction finished. The mixture was evaporated in vacuo, the residue was taken up in 300 ml of water, acidified w... Reactants: C(C1=CC=CC=C1)OCCC(C[C@@H]1N(C(OC1)(C)C)C(=O)OC(C)(C)C)(C)C (4(S)-(4-benzyloxy-2,2-dimethylbutyl)-3-tert-butoxycarbonyl-2,2-dimethyl-1,3-oxazolidine), O.C1(=CC=C(C=C1)S(=O)(=O)O)C (p-toluenesulfonic acid hydrate), C(CCC)NC([C@@H](C[C@@H]([C@H](CC(CC(=O)N1CC(CC2=CC=CC=C12)C(=O)OCC)(C)C)NC(=O)OC(C)(C)C)O)C)=O (5(S)-tert-butoxycarbonylamino-4(S)-hydroxy-2(R),7,7-trimethyl-8-[3(R,S)-ethoxycarbonyl-1,2,3,4-tetrahydroquinolin-1-ylcarbonyl]-octanoic acid (N-butyl)amide). Run in CO (methanol). The product is C(C1=CC=CC=C1)OCCC(C[C@@H](CO)NC(=O)OC(C)(C)C)(C)C (6-Benzyloxy-2(S)-tert-butoxycarbonylamino-4,4-dimethyl-hexan-1-ol). Reaction SMILES: [CH2:1]([O:8][CH2:9][CH2:10][C:11]([CH3:28])([CH3:27])[CH2:12][C@H:13]1[CH2:17][O:16]C(C)(C)[N:14]1[C:20]([O:22][C:23]([CH3:26])([CH3:25])[CH3:24])=[O:21])[C:2]1[CH:7]=[CH:6][CH:5]=[CH:4][CH:3]=1.O.C1(C)C=CC(S(O)(=O)=O)=CC=1.C(NC(=O)[C@H](C)C[C@H](O)[C@@H](NC(OC(C)(C)C)=O)CC(C)(C)CC(N1C2C(=CC=CC=2)CC(C(OCC)=O)C1)=O)CCC>CO>[CH2:1]([O:8][CH2:9][CH2:10][C:11]([CH3:28])([CH3:27])[CH2:12][C@H:13]([NH:14][C:20]([O:22][C:23]([CH3:26])([CH3:25])[CH3:24])=[O:21])[CH2:17][OH:16])[C:2]1[CH:3]=[CH:4][CH:5]=[CH:6][CH:7]=1 |f:1.2|. Procedure details: The title compound is prepared starting from 75.2 g of 4(S)-(4-benzyloxy-2,2-dimethylbutyl)-3-tert-butoxycarbonyl-2,2-dimethyl-1,3-oxazolidine and 2.0 g of p-toluenesulfonic acid hydrate in 500 ml of methanol analogously to Example 20a): Rf (A)=0.31; FAB-MS: (M+H)+ =352; anal. calc. for C20H33NO4 : C68.34%, H9.46%, N3.99%; found C68.14%, H9.37%, N3.98%. The reactants are C(C)OC(C(C)(S(=O)(=O)CCC(F)(F)F)C)=O (2-Methyl-2-(3,3,3-trifluoro-propane-1-sulfonyl)-propionic acid ethyl ester), [Li+].[OH-] (LiOH). The solvent is C1CCOC1.O (THF water). Reaction conditions: time 18 hour. Product: CC(C(=O)O)(C)S(=O)(=O)CCC(F)(F)F (2-methyl-2-(3,3,3-trifluoro-propane-1-sulfonyl)-propionic acid). Yield: 84.4%. RXN SMILES: C([O:3][C:4](=[O:17])[C:5]([CH3:16])([S:7]([CH2:10][CH2:11][C:12]([F:15])([F:14])[F:13])(=[O:9])=[O:8])[CH3:6])C.[Li+].[OH-]>C1COCC1.O>[CH3:16][C:5]([S:7]([CH2:10][CH2:11][C:12]([F:14])([F:15])[F:13])(=[O:9])=[O:8])([CH3:6])[C:4]([OH:17])=[O:3] |f:1.2,3.4|. Procedure details: 2-Methyl-2-(3,3,3-trifluoro-propane-1-sulfonyl)-propionic acid ethyl ester (1.3 g, 4.63 mmol) is dissolved in THF/water (14 mL, 4:1 ratio) and LiOH (0.2 g, 9.27 mmol, 2 eq.) is added. The mixture is stirred for 18 h at room temperature, then concentrated under reduced pressure to remove the organic solvent. The aqueous residue is further diluted with water, washed with DCM and then acidified to pH ˜2 and extracted with DCM. The combined acidic organic extracts are concentrated to afford 0.97 g o... Reactants: CCOC(=O)C(=O)OCC, CC[O-], CCO, CC(=O)CCC=C(C)C, [H-], [Na+], [Na+]. Product: CCOC(=O)C(=O)CC(=O)CCC=C(C)C. As a reaction SMILES: [CH2:12]([CH3:13])[O:14][C:15]([C:16](=[O:17])[O:18][CH2:19][CH3:20])=[O:21].[CH3:22][CH2:23][O-:24].[CH3:26][CH2:27][OH:28].[CH3:3][C:4](=[O:5])[CH2:6][CH2:7][CH:8]=[C:9]([CH3:10])[CH3:11].[H-:1].[Na+:25].[Na+:2]>>[CH2:3]([C:4](=[O:5])[CH2:6][CH2:7][CH:8]=[C:9]([CH3:10])[CH3:11])[C:16]([C:15]([O:14][CH2:12][CH3:13])=[O:21])=[O:17]. Reactants: CC(CCOC1=CC(=NC(=N1)N)N)C (6-(3-methylbutoxy)-2,4-diaminopyrimidine), N(=O)[O-].[Na+] (sodium nitrite), C(C)(=O)O (acetic acid). Solvent: O (water). Run at time 8 hour. The product is N(=O)C=1C(=NC(=NC1OCC(CC)C)N)N (5-nitroso-2,4-diamino-6-(2-methylbutoxy)pyrimidine). Yield: 32.0%. RXN SMILES: C[CH:2]([CH3:14])[CH2:3][CH2:4][O:5][C:6]1[N:11]=[C:10]([NH2:12])[N:9]=[C:8]([NH2:13])[CH:7]=1.[N:15]([O-:17])=O.[Na+].[C:19](O)(=O)C>O>[N:15]([C:7]1[C:8]([NH2:13])=[N:9][C:10]([NH2:12])=[N:11][C:6]=1[O:5][CH2:4][CH:3]([CH3:19])[CH2:2][CH3:14])=[O:17] |f:1.2|. Procedure details: To a stirred solution of 51.0 g (0.26 mol) 6-(3-methylbutoxy)-2,4-diaminopyrimidine in 520 ml acetic acid (10% conc. in water) at 55-60° C. was added dropwise over a period of 25 min a solution of 23.5 g (0.34 mol) sodium nitrite in 105 ml water. Stirring was then continued for a further 1 h at 50-55° C. and overnight at room temperature. The resulting precipitate was filtered off with suction, washed with water and dried. The crude product was recrystallized from a 1:1 mixture of water/ethanol ...